From a dataset of the Open Reaction Database (ORD), a public repository of structured organic reaction records. describe an organic reaction: reactants, conditions, products, and yield The reactants are ClC=1C=C(C=C(C1)Cl)C=CC(=O)O (3-(3,5-dichlorophenyl)-acrylic acid). The reagents and catalysts are [Pd] (Pd/C). Solvent: C1CCOC1 (THF). Run at time 3 hour. Yields the product ClC=1C=C(C=C(C1)Cl)CCC(=O)O (3-(3,5-dichlorophenyl)-propionic acid). Yield: 97.4%. RXN SMILES: [Cl:1][C:2]1[CH:3]=[C:4]([CH:9]=[CH:10][C:11]([OH:13])=[O:12])[CH:5]=[C:6]([Cl:8])[CH:7]=1>C1COCC1.[Pd]>[Cl:1][C:2]1[CH:3]=[C:4]([CH2:9][CH2:10][C:11]([OH:13])=[O:12])[CH:5]=[C:6]([Cl:8])[CH:7]=1. Reported procedure: To a solution of 10% Pd/C (1.5 g) in THF (200 mL) was added 3-(3,5-dichlorophenyl)-acrylic acid (11.5 g). The reaction was hydrogenated on a Parr shaker at 50 psi for 3 h. The catalyst was removed by filtration through celite and the organic solution was concentrated in vacuo to afford 3-(3,5-dichlorophenyl)-propionic acid (11.3 g). 1H NMR (400 MHz, CDCl3) δ 7.00-7.35 (m, 3H), 2.89 (t, 2H), 2.66 (t, 2H). Reactants: CC1=CC2=C(N(C(=N2)C2=NNC(=C2)SCC)COCC[Si](C)(C)C)C=C1C (5,6-dimethyl-2-(5-ethylsulfanyl-1H-pyrazol-3-yl)-1-(2-trimethylsilanyl-ethoxymethyl)-1H-benzoimidazole), CC1=CC2=C(NC=N2)C=C1C (5,6-dimethyl-1H-benzoimidazole). Product: C(C)SC1=CC(=NN1)C1=NC2=C(N1)C=C(C(=C2)C)C (2-(5-Ethylsulfanyl-1H-pyrazol-3-yl)-5,6-dimethyl-1H-benzoimidazole). As a reaction SMILES: [CH3:1][C:2]1[C:26]([CH3:27])=[CH:25][C:5]2[N:6](COCC[Si](C)(C)C)[C:7]([C:9]3[CH:13]=[C:12]([S:14][CH2:15][CH3:16])[NH:11][N:10]=3)=[N:8][C:4]=2[CH:3]=1.CC1C(C)=CC2NC=NC=2C=1>>[CH2:15]([S:14][C:12]1[NH:11][N:10]=[C:9]([C:7]2[NH:8][C:4]3[CH:3]=[C:2]([CH3:1])[C:26]([CH3:27])=[CH:25][C:5]=3[N:6]=2)[CH:13]=1)[CH3:16]. Procedure details: By proceeding in a similar manner to Example 230(a) above but using 5,6-dimethyl-2-(5-ethylsulfanyl-1H-pyrazol-3-yl)-1-(2-trimethylsilanyl-ethoxymethyl)-1H-benzoimidazole [Reference Example 1(f)] there was prepared 2:5-ethylsulfanyl-1H-pyrazol-3-yl)-5,6-dimethyl-1H-benzoimidazole. LC-MS (METHOD A): RT=2.32 minutes; 273 (M+H)+. Reactants: ClC1=C(C(N(C=C1)C1=C(C=CC=C1)C)=O)C=O (4-chloro-1-(2-methylphenyl)-2-oxo-1,2-dihydropyridine-3-carbaldehyde), Cl.NO (hydroxylamine hydrochloride), Cl (hydrochloric acid). Solvent: CC(C)O (2-propanol). Run at temperature 100 celsius. Yields the product ClC1=C(C(N(C=C1)C1=C(C=CC=C1)C)=O)C=NO (4-chloro-3-((hydroxyimino)methyl)-1-(2-methylphenyl)pyridin-2(1H)-one). Yield: 94.6%. As a reaction SMILES: [Cl:1][C:2]1[CH:7]=[CH:6][N:5]([C:8]2[CH:13]=[CH:12][CH:11]=[CH:10][C:9]=2[CH3:14])[C:4](=[O:15])[C:3]=1[CH:16]=O.Cl.[NH2:19][OH:20].Cl>CC(O)C>[Cl:1][C:2]1[CH:7]=[CH:6][N:5]([C:8]2[CH:13]=[CH:12][CH:11]=[CH:10][C:9]=2[CH3:14])[C:4](=[O:15])[C:3]=1[CH:16]=[N:19][OH:20] |f:1.2|. Procedure: A mixture of 4-chloro-1-(2-methylphenyl)-2-oxo-1,2-dihydropyridine-3-carbaldehyde obtained in Step B (6.00 g), hydroxylamine hydrochloride (2.53 g), conc. hydrochloric acid (0.0740 mL) and 2-propanol (60 mL) was heated at 100° C. for 2 hr, and the mixture was cooled to room temperature, and concentrated under reduced pressure. To the residue was added ethyl acetate, and the mixture was washed with water and saturated brine, and dried over anhydrous sodium sulfate, and the solvent was evaporated ... The product is O=Cc1cccn2ccnc12. RXN SMILES: [Br-:12].[K+:13].[OH:1][CH2:2][c:3]1[c:4]2[n:5]([cH:6][cH:7][cH:8]1)[cH:9][cH:10][n:11]2>>[O:1]=[CH:2][c:3]1[c:4]2[n:5]([cH:6][cH:7][cH:8]1)[cH:9][cH:10][n:11]2. Starting materials: [Br-], [K+], OCc1cccn2ccnc12. Reactants: C(CO)(=O)O (glycolic acid), N1CCC(CC1)C1=C(C(=NN1)C1=CC=C(C=C1)Cl)C1=NC=NC=C1 (5-(4-piperidyl)-4-(4-pyrimidyl)-3-(4-chlorophenyl)pyrazole), CCN(C(C)C)C(C)C (Hunig's base), Cl (HCl), ON1N=NC2=C1C=CC=C2 (1-hydroxybenzotriazole), C(CO)(=O)O (glycolic acid), Cl.CN(CCCN=C=NCC)C (1-(3-dimethylaminopropyl)-3-ethylcarbodiimide hydrochloride). The solvent is C(C)#N (acetonitrile), C(Cl)Cl (CH2Cl2), CO (methanol), [OH-].[Na+] (NaOH). Conditions: time 8 hour. Yields the product OCC(=O)N1N=C(C(=C1C1CCNCC1)C1=NC=NC=C1)C1=CC=C(C=C1)Cl (N-(2-hydroxyacetyl)-5-(4-piperidyl)-4-(4-pyrimidyl)-3-(4-chlorophenyl)pyrazole). Yield: 77.4%. As a reaction SMILES: [NH:1]1[CH2:6][CH2:5][CH:4]([C:7]2[NH:11][N:10]=[C:9]([C:12]3[CH:17]=[CH:16][C:15]([Cl:18])=[CH:14][CH:13]=3)[C:8]=2[C:19]2[CH:24]=[CH:23][N:22]=[CH:21][N:20]=2)[CH2:3][CH2:2]1.CCN(C(C)C)C(C)C.ON1C2C=CC=CC=2N=N1.[C:44](O)(=[O:47])[CH2:45][OH:46].Cl.CN(C)CCCN=C=NCC.Cl>CO.[OH-].[Na+].C(#N)C.C(Cl)Cl>[OH:47][CH2:44][C:45]([N:11]1[C:7]([CH:4]2[CH2:5][CH2:6][NH:1][CH2:2][CH2:3]2)=[C:8]([C:19]2[CH:24]=[CH:23][N:22]=[CH:21][N:20]=2)[C:9]([C:12]2[CH:13]=[CH:14][C:15]([Cl:18])=[CH:16][CH:17]=2)=[N:10]1)=[O:46] |f:4.5,8.9|. Reported procedure: A 1 L round bottom flask was charged with 34.2 g (102 mmol) of 5-(4-piperidyl)-4-(4-pyrimidyl)-3-(4-chlorophenyl)pyrazole, 500 mL of CH2Cl2 and 26.6 mL (153 mmol) of Hunig's base. To this suspension was added 16.5 g (122 mmol) of 1-hydroxybenzotriazole and 8.1 g (106 mmol) of glycolic acid. The addition of glycolic acid was followed by the addition of 23.7 g (122 mmol) of 1-(3-dimethylaminopropyl)-3-ethylcarbodiimide hydrochloride. The reaction was allowed to stir at ambient temperature overnigh...